Dataset: the Open Reaction Database (ORD), a public repository of structured organic reaction records. Task: describe an organic reaction: reactants, conditions, products, and yield The reactants are O (Water), C([O-])([O-])=O.[K+].[K+] (potassium carbonate), C(CCCCCC)Br (n-heptyl bromide), C(C)(C)(C)OC(NC1(COC(OC1)(C)C)CCC1=CC(=C(C=C1)O)C(F)(F)F)=O ({2,2-dimethyl-5-[2-(4-hydroxy-3-trifluoromethylphenyl)ethyl]-1,3-dioxan-5-yl}carbamic Acid t-butyl Ester). Solvent: CN(C=O)C (N,N-dimethylformamide). Reaction conditions: temperature 80 celsius, time 2 hour. Product: C(C)(C)(C)OC(NC1(COC(OC1)(C)C)CCC1=CC(=C(C=C1)OCCCCCCC)C(F)(F)F)=O ({2,2-dimethyl-5-[2-(4-heptyloxy-3-trifluoromethylphenyl)ethyl]-1,3-dioxan-5-yl}carbamic Acid t-butyl Ester). As a reaction SMILES: [C:1]([O:5][C:6](=[O:29])[NH:7][C:8]1([CH2:16][CH2:17][C:18]2[CH:23]=[CH:22][C:21]([OH:24])=[C:20]([C:25]([F:28])([F:27])[F:26])[CH:19]=2)[CH2:13][O:12][C:11]([CH3:15])([CH3:14])[O:10][CH2:9]1)([CH3:4])([CH3:3])[CH3:2].C(=O)([O-])[O-].[K+].[K+].[CH2:36](Br)[CH2:37][CH2:38][CH2:39][CH2:40][CH2:41][CH3:42].O>CN(C)C=O>[C:1]([O:5][C:6](=[O:29])[NH:7][C:8]1([CH2:16][CH2:17][C:18]2[CH:23]=[CH:22][C:21]([O:24][CH2:36][CH2:37][CH2:38][CH2:39][CH2:40][CH2:41][CH3:42])=[C:20]([C:25]([F:28])([F:26])[F:27])[CH:19]=2)[CH2:13][O:12][C:11]([CH3:15])([CH3:14])[O:10][CH2:9]1)([CH3:2])([CH3:3])[CH3:4] |f:1.2.3|. Procedure details: Compound 1-1 (510 mg) was dissolved in N,N-dimethylformamide (10 ml), potassium carbonate (506 mg) and n-heptyl bromide (0.235 ml) were added, and the mixture was stirred at 80° C. for 2 hr. Water was added to the reaction mixture, and the mixture was extracted with ethyl acetate, washed with water and saturated brine, and dried over anhydrous magnesium sulfate. The solvent was evaporated under reduced pressure to give the object product (640 mg) as a colorless oil. Reactants: F[B-](F)(F)F, CC(=O)NCSCC(N)c1nc2cc(Cl)ccc2[nH]1, CCO, Cc1cc(C(=O)O)ccc1C(=O)N1CCCC1, CCN(C(C)C)C(C)C, Cl, ClCCl, C1CCOC1, CN(C)C(On1nnc2ccccc21)=[N+](C)C. Product: CC(=O)NCSCC(NC(=O)c1ccc(C(=O)N2CCCC2)c(C)c1)c1nc2cc(Cl)ccc2[nH]1. As a reaction SMILES: [B-:18]([F:19])([F:20])([F:21])[F:22].[C:49]([CH3:50])(=[O:51])[NH:52][CH2:53][S:54][CH2:55][CH:56]([c:57]1[n:58][c:59]2[c:60]([nH:61]1)[cH:62][cH:63][c:64]([Cl:66])[cH:65]2)[NH2:67].[CH2:74]([OH:75])[CH3:76].[CH3:1][c:2]1[cH:3][c:4]([C:5](=[O:6])[OH:7])[cH:8][cH:9][c:10]1[C:11](=[O:12])[N:13]1[CH2:14][CH2:15][CH2:16][CH2:17]1.[CH:40]([N:41]([CH:42]([CH3:43])[CH3:44])[CH2:45][CH3:46])([CH3:47])[CH3:48].[Cl:68].[Cl:77][CH2:78][Cl:79].[O:69]1[CH2:70][CH2:71][CH2:72][CH2:73]1.[n:23]1([O:24][C:25]([N:26]([CH3:27])[CH3:28])=[N+:29]([CH3:30])[CH3:31])[c:32]2[cH:33][cH:34][cH:35][cH:36][c:37]2[n:38][n:39]1>>[CH3:1][c:2]1[cH:3][c:4]([C:5](=[O:7])[NH:67][CH:56]([CH2:55][S:54][CH2:53][NH:52][C:49]([CH3:50])=[O:51])[c:57]2[n:58][c:59]3[c:60]([nH:61]2)[cH:62][cH:63][c:64]([Cl:66])[cH:65]3)[cH:8][cH:9][c:10]1[C:11](=[O:12])[N:13]1[CH2:14][CH2:15][CH2:16][CH2:17]1. The product is FC(C(=O)C(F)(F)F)(F)F (hexafluoroacetone), amine, O(C1=CC=C(N)C=C1)C1=CC=C(N)C=C1 (4,4′-oxydianiline). Isolated yield 12.2%. RXN SMILES: [OH:1][C:2]([C:11]1[CH:12]=[C:13]([CH:15]=[CH:16][C:17]=1[O:18][C:19]1[CH:25]=[CH:24][C:22]([NH2:23])=[CH:21][CH:20]=1)[NH2:14])([C:7]([F:10])([F:9])[F:8])[C:3]([F:6])([F:5])[F:4].OC(C1C=C(C=CC=1OC1C=CC(N)=CC=1C(C(F)(F)F)(O)C(F)(F)F)N)(C(F)(F)F)C(F)(F)F>>[F:4][C:3]([F:6])([F:5])[C:2]([C:7]([F:10])([F:9])[F:8])=[O:1].[O:18]([C:19]1[CH:25]=[CH:24][C:22]([NH2:23])=[CH:21][CH:20]=1)[C:17]1[CH:11]=[CH:12][C:13]([NH2:14])=[CH:15][CH:16]=1. Procedure: The reaction liquid was found by gas chromatography (GC) analysis to contain 56.2% of the target compound, 3-(1-hydroxy-1-trifluoromethyl-2,2,2-trifluoroethyl)-4,4′-oxydianiline, 22.4% of 3,3′-bis(1-hydroxy-1-trifluoromethyl-2,2,2-trifluoroethyl)-4,4′-oxydianiline, 9.1% of an imine produced by the reaction of hexafluoroacetone with the amine moiety of 4,4′-oxydianiline, and 12.2% of 4,4′-oxydianiline. 50 ml of toluene and 50 ml of water were added to the reaction liquid. Starting materials: OC(C(F)(F)F)(C(F)(F)F)C=1C=C(N)C=CC1OC1=CC=C(N)C=C1 (3-(1-hydroxy-1-trifluoromethyl-2,2,2-trifluoroethyl)-4,4′-oxydianiline), OC(C(F)(F)F)(C(F)(F)F)C=1C=C(N)C=CC1OC1=C(C=C(N)C=C1)C(C(F)(F)F)(O)C(F)(F)F (3,3′-bis(1-hydroxy-1-trifluoromethyl-2,2,2-trifluoroethyl)-4,4′-oxydianiline), target compound, imine. Reactants: CC1=C(C#N)C(c2ccc(C#N)cc2S(C)(=O)=O)NC(=O)N1c1cccc(C(F)(F)F)c1, O=S(=O)(Cl)c1ccccc1OC(F)(F)F, [H-], [Na+]. RXN SMILES: [C:1](#[N:2])[c:3]1[cH:4][c:5]([S:29](=[O:30])(=[O:31])[CH3:32])[c:6]([CH:9]2[NH:10][C:11](=[O:28])[N:12]([c:18]3[cH:19][c:20]([C:24]([F:25])([F:26])[F:27])[cH:21][cH:22][cH:23]3)[C:13]([CH3:17])=[C:14]2[C:15]#[N:16])[cH:7][cH:8]1.[F:35][C:36]([O:37][c:38]1[c:39]([S:44](=[O:45])(=[O:46])[Cl:47])[cH:40][cH:41][cH:42][cH:43]1)([F:48])[F:49].[H-:33].[Na+:34]>>[C:1](#[N:2])[c:3]1[cH:4][c:5]([S:29](=[O:30])(=[O:31])[CH3:32])[c:6]([CH:9]2[N:10]([S:44]([c:39]3[c:38]([O:37][C:36]([F:35])([F:48])[F:49])[cH:43][cH:42][cH:41][cH:40]3)(=[O:45])=[O:46])[C:11](=[O:28])[N:12]([c:18]3[cH:19][c:20]([C:24]([F:25])([F:26])[F:27])[cH:21][cH:22][cH:23]3)[C:13]([CH3:17])=[C:14]2[C:15]#[N:16])[cH:7][cH:8]1. Yields the product CC1=C(C#N)C(c2ccc(C#N)cc2S(C)(=O)=O)N(S(=O)(=O)c2ccccc2OC(F)(F)F)C(=O)N1c1cccc(C(F)(F)F)c1.